This data is from the Open Reaction Database (ORD), a public repository of structured organic reaction records. The task is: describe an organic reaction: reactants, conditions, products, and yield The reactants are ClC1=NC=CC(=C1)OC1=CC=CC=C1 (2-chloro-4-phenoxypyridine), C1(=CC=CC=C1)P(C1=CC=CC=2C(C3=CC=CC(=C3OC12)P(C1=CC=CC=C1)C1=CC=CC=C1)(C)C)C1=CC=CC=C1 (4,5-bis(diphenylphosphino)-9,9-dimethyl-9H-xanthene), CC=1N=C(SC1)N (4-methylthiazol-2-amine), P(=O)([O-])([O-])[O-].[K+].[K+].[K+] (potassium phosphate). Reagents/catalysts: C=1C=CC(=CC1)/C=C/C(=O)/C=C/C2=CC=CC=C2.C=1C=CC(=CC1)/C=C/C(=O)/C=C/C2=CC=CC=C2.C=1C=CC(=CC1)/C=C/C(=O)/C=C/C2=CC=CC=C2.[Pd].[Pd] (Pd2(dba)3). Run in C1(=CC=CC=C1)C (toluene), O (water). The product is CC=1N=C(SC1)NC1=NC=CC(=C1)OC1=CC=CC=C1 (N-(4-methylthiazol-2-yl)-4-phenoxypyridin-2-amine). Isolated yield 23.6%. RXN SMILES: Cl[C:2]1[CH:7]=[C:6]([O:8][C:9]2[CH:14]=[CH:13][CH:12]=[CH:11][CH:10]=2)[CH:5]=[CH:4][N:3]=1.[CH3:15][C:16]1[N:17]=[C:18]([NH2:21])[S:19][CH:20]=1.P([O-])([O-])([O-])=O.[K+].[K+].[K+].C1(P(C2C=CC=CC=2)C2C3OC4C(=CC=CC=4P(C4C=CC=CC=4)C4C=CC=CC=4)C(C)(C)C=3C=CC=2)C=CC=CC=1>C1(C)C=CC=CC=1.O.C1C=CC(/C=C/C(/C=C/C2C=CC=CC=2)=O)=CC=1.C1C=CC(/C=C/C(/C=C/C2C=CC=CC=2)=O)=CC=1.C1C=CC(/C=C/C(/C=C/C2C=CC=CC=2)=O)=CC=1.[Pd].[Pd]>[CH3:15][C:16]1[N:17]=[C:18]([NH:21][C:2]2[CH:7]=[C:6]([O:8][C:9]3[CH:14]=[CH:13][CH:12]=[CH:11][CH:10]=3)[CH:5]=[CH:4][N:3]=2)[S:19][CH:20]=1 |f:2.3.4.5,9.10.11.12.13|. Reported procedure: Using the method of Example 3, Step B, 2-chloro-4-phenoxypyridine (0.575 g, 2.79 mmol), 4-methylthiazol-2-amine (6.35 mL, 2.54 mmol), potassium phosphate (0.593 g, 2.79 mmol), Pd2(dba)3 (0.0582 g, 0.0635 mmol) and 4,5-bis(diphenylphosphino)-9,9-dimethyl-9H-xanthene (0.0404 g, 0.0699 mmol) in toluene (8 mL) and water (2 mL) afforded N-(4-methylthiazol-2-yl)-4-phenoxypyridin-2-amine (170 mg, 23% yield) as yellow solid. 1H NMR (CDCl3) δ 9.72 (bs, 1H), 8.17 (d, 1H), 7.41 (m, 2H), 7.25 (m, 1H), 7.08 ...